From a dataset of the Open Reaction Database (ORD), a public repository of structured organic reaction records. describe an organic reaction: reactants, conditions, products, and yield Starting materials: CI (Methyl iodide), C([O-])([O-])=O.[K+].[K+] (potassium carbonate), C(C=C)OC(C(NS(=O)(=O)C1=CC=C(C=C1)OC1=CC=CC=C1)CCN1C(C=2C(C1=O)=CC=CC2)=O)=O ((±)-N-(4-phenoxybenzenesulfonyl)-2-(2-phthalimidoethyl)glycine allyl ester), ( 2 ). Run in CN(C=O)C (N,N-dimethylformamide). Conditions: time 1 hour. The product is C(C=C)OC(C(N(S(=O)(=O)C1=CC=C(C=C1)OC1=CC=CC=C1)C)CCN1C(C=2C(C1=O)=CC=CC2)=O)=O ((±)-N-Methyl-N-(4-phenoxybenzenesulfonyl)-2-(2-phthalimidoethyl)glycine Allyl Ester). Isolated yield 93.5%. RXN SMILES: CI.[C:3](=O)([O-])[O-].[K+].[K+].[CH2:9]([O:12][C:13](=[O:45])[CH:14]([CH2:32][CH2:33][N:34]1[C:38](=[O:39])[C:37]2=[CH:40][CH:41]=[CH:42][CH:43]=[C:36]2[C:35]1=[O:44])[NH:15][S:16]([C:19]1[CH:24]=[CH:23][C:22]([O:25][C:26]2[CH:31]=[CH:30][CH:29]=[CH:28][CH:27]=2)=[CH:21][CH:20]=1)(=[O:18])=[O:17])[CH:10]=[CH2:11]>CN(C)C=O>[CH2:9]([O:12][C:13](=[O:45])[CH:14]([CH2:32][CH2:33][N:34]1[C:38](=[O:39])[C:37]2=[CH:40][CH:41]=[CH:42][CH:43]=[C:36]2[C:35]1=[O:44])[N:15]([CH3:3])[S:16]([C:19]1[CH:20]=[CH:21][C:22]([O:25][C:26]2[CH:31]=[CH:30][CH:29]=[CH:28][CH:27]=2)=[CH:23][CH:24]=1)(=[O:17])=[O:18])[CH:10]=[CH2:11] |f:1.2.3|. Reported procedure: Methyl iodide (0.83 g, 5.8 mmol) and potassium carbonate (5.34 g, 38.4 mmol) were added to a solution of (±)-N-(4-phenoxybenzenesulfonyl)-2-(2-phthalimidoethyl)glycine allyl ester (2.00 g, 3.8 mmol), the product of (2) above, in N,N-dimethylformamide (20 ml). This mixture was stirred at room temperature for 1 hour. The insoluble material was removed by filtration. The filtrate was extracted with ethyl acetate and the organic layer was washed with water, dried over anhydrous magnesium sulfate and...